This data is from the Open Reaction Database (ORD), a public repository of structured organic reaction records. The task is: describe an organic reaction: reactants, conditions, products, and yield Reactants: OS(=O)(=O)O (H2SO4), OC1=CC=C(C=C1)CC(=O)O (4-hydroxyphenylacetic acid), C(=O)(O)[O-].[Na+] (NaHCO3), CC(C)=C (Isobutylene). Run in O1CCOCC1 (dioxane). Run at time 24 hour. Yields the product OC1=CC=C(C=C1)CC(=O)OC(C)(C)C (t-Butyl 4-hydroxy-phenylacetate). As a reaction SMILES: OS(O)(=O)=O.[OH:6][C:7]1[CH:12]=[CH:11][C:10]([CH2:13][C:14]([OH:16])=[O:15])=[CH:9][CH:8]=1.[CH3:17][C:18](=[CH2:20])[CH3:19].C([O-])(O)=O.[Na+]>O1CCOCC1>[OH:6][C:7]1[CH:8]=[CH:9][C:10]([CH2:13][C:14]([O:16][C:18]([CH3:20])([CH3:19])[CH3:17])=[O:15])=[CH:11][CH:12]=1 |f:3.4|. Procedure: A solution of H2SO4 (5 ml) in dioxane (80 ml) was added to 4-hydroxyphenylacetic acid (20 gm, 0.13 mol) in a pressure bottle. Isobutylene (250 ml) was added and the bottle was sealed and the mixture was stirred for 24 hr. The reaction mixture was poured into saturated NaHCO3 solution and extracted with EtOAc. The combined organic extracts were washed successively with saturated NaHCO3, H2O (twice) and brine before being dried over Na2SO4 and evaporated to dryness. Crystals formed after standing ... Starting materials: C(F)(F)(F)C(F)(OC)C(=O)OC (CF3CF(OCH3)COOCH3), [OH-].[K+] (potassium hydroxide), Cl (hydrochloric acid). Run in O (water), O (water). The product is COC(C(=O)O)(C(F)(F)F)F (2-methoxytetrafluoropropionic acid). Yield: 79.9%. As a reaction SMILES: [C:1]([C:5]([C:9]([O:11]C)=[O:10])([O:7][CH3:8])[F:6])([F:4])([F:3])[F:2].[OH-].[K+].Cl>O>[CH3:8][O:7][C:5]([F:6])([C:1]([F:2])([F:3])[F:4])[C:9]([OH:11])=[O:10] |f:1.2|. Procedure details: A mixture of methyl 2-methoxytetrafluoropropionate formed in Example 1 (41.9 g), water (500 ml) and potassium hydroxide (56 g) was refluxed for 3 hours. The reaction mixture was acidified with 100 ml of equal parts hydrochloric acid and water and extracted with three 200 ml portions of ether. The combined ether extracts were dried over sodium sulfate. After evaporation of the ether, fractional distillation gave 2-methoxytetrafluoropropionic acid (31.0 g. 80%), b.p. 67°-68° (12 mm Hg). The product is BrC=1C=C(OCC2CCCCCC2)C=CC1 (((3-bromophenoxy)methyl)cycloheptane). RXN SMILES: [CH:1]1([CH2:8][OH:9])[CH2:7][CH2:6][CH2:5][CH2:4][CH2:3][CH2:2]1.[Br:10][C:11]1[CH:12]=[C:13](O)[CH:14]=[CH:15][CH:16]=1>>[Br:10][C:11]1[CH:16]=[C:15]([CH:14]=[CH:13][CH:12]=1)[O:9][CH2:8][CH:1]1[CH2:7][CH2:6][CH2:5][CH2:4][CH2:3][CH2:2]1. Starting materials: C1(CCCCCC1)CO (Cycloheptylmethanol), BrC=1C=C(C=CC1)O (3-bromophenol). Procedure: Cycloheptylmethanol was coupled with 3-bromophenol following the method used in Example 10. After concentration under reduced pressure, hexanes was added. The mixture was stirred and sonicated then the precipitate was removed by filtration and the solids washed with hexanes. The combined filtrates were concentrated under reduced pressure. Purification by flash chromatography (10 to 50% EtOAc-hexanes gradient) gave ((3-bromophenoxy)methyl)cycloheptane. (Yield 1.0697 g, 56%): 1H NMR (400 MHz, CDCl... Starting materials: C([O-])(O)=O.[Na+] (sodium bicarbonate), Cl.CN(CCCN=C=NCC)C (1-(3-dimethylaminopropyl)-3-ethylcarbodiimide hydrochloride), Cl.Cl.N1(CCCC1)CCOC1(CCNCC1)C=1C=NC=CC1 (3-(4-(2-(Pyrrolidin-1-yl)ethoxy)piperidin-4-yl)pyridine dihydrochloride), O.ON1N=NC2=C1C=CC=C2 (1-Hydroxybenzotriazole hydrate), C(C)N(C(C)C)C(C)C (N-ethyl-diisopropylamine), ClC1=C(C(=CC=C1)C)S(=O)(=O)N1C(CCCC1)CCCC(=O)O (4-(1-(2-chloro-6-methylphenylsulfonyl)piperidin-2-yl)butanoic acid). Solvent: C(C)(=O)OCC (ethyl acetate), C(Cl)Cl (methylene chloride). Reaction conditions: temperature 0 celsius, time 15 minute. The product is ClC1=C(C(=CC=C1)C)S(=O)(=O)N1C(CCCC1)CCCC(=O)N1CCC(CC1)(OCCN1CCCC1)C=1C=NC=CC1 (4-(1-(2-Chloro-6-methylphenylsulfonyl)piperidin-2-yl)-1-(4-(pyridin-3-yl)-4-(2-(pyrrolidin-1-yl)ethoxy)piperidin-1-yl)butan-1-one). The yield is 61.0%. RXN SMILES: O.ON1C2C=CC=CC=2N=N1.C(N(C(C)C)C(C)C)C.[Cl:21][C:22]1[CH:27]=[CH:26][CH:25]=[C:24]([CH3:28])[C:23]=1[S:29]([N:32]1[CH2:37][CH2:36][CH2:35][CH2:34][CH:33]1[CH2:38][CH2:39][CH2:40][C:41](O)=[O:42])(=[O:31])=[O:30].Cl.CN(C)CCCN=C=NCC.Cl.Cl.[N:58]1([CH2:63][CH2:64][O:65][C:66]2([C:72]3[CH:73]=[N:74][CH:75]=[CH:76][CH:77]=3)[CH2:71][CH2:70][NH:69][CH2:68][CH2:67]2)[CH2:62][CH2:61][CH2:60][CH2:59]1.C(=O)(O)[O-].[Na+]>C(Cl)Cl.C(OCC)(=O)C>[Cl:21][C:22]1[CH:27]=[CH:26][CH:25]=[C:24]([CH3:28])[C:23]=1[S:29]([N:32]1[CH2:37][CH2:36][CH2:35][CH2:34][CH:33]1[CH2:38][CH2:39][CH2:40][C:41]([N:69]1[CH2:70][CH2:71][C:66]([C:72]2[CH:73]=[N:74][CH:75]=[CH:76][CH:77]=2)([O:65][CH2:64][CH2:63][N:58]2[CH2:59][CH2:60][CH2:61][CH2:62]2)[CH2:67][CH2:68]1)=[O:42])(=[O:30])=[O:31] |f:0.1,4.5,6.7.8,9.10|. Procedure: 1-Hydroxybenzotriazole hydrate (HOBT) (0.022 g, 0.168 mmol, 0.3 eq.) and N-ethyl-diisopropylamine (0.285 ml, 1.68 mmol, 3 eq.) were added to a solution of 4-(1-(2-chloro-6-methylphenylsulfonyl)piperidin-2-yl)butanoic acid (0.252 g, 0.7 mmol, 1.25 eq.) in methylene chloride (7 ml). The mixture was cooled to 0° C., 1-(3-dimethylaminopropyl)-3-ethylcarbodiimide hydrochloride (EDCl) (0.161 g, 0.84 mmol, 1.5 eq.) was added and the mixture was stirred for 15 min. 3-(4-(2-(Pyrrolidin-1-yl)ethoxy)piperi... Starting materials: O=S(=O)(Cl)c1cc(Cl)cc(Cl)c1O, N, C1CCOC1. The product is NS(=O)(=O)c1cc(Cl)cc(Cl)c1O. Reaction SMILES: [Cl:1][c:2]1[c:3]([OH:13])[c:4]([S:9](=[O:10])(=[O:11])[Cl:12])[cH:5][c:6]([Cl:8])[cH:7]1.[NH3:14].[O:15]1[CH2:16][CH2:17][CH2:18][CH2:19]1>>[Cl:1][c:2]1[c:3]([OH:13])[c:4]([S:9](=[O:10])(=[O:11])[NH2:14])[cH:5][c:6]([Cl:8])[cH:7]1.